Dataset: the Open Reaction Database (ORD), a public repository of structured organic reaction records. Task: describe an organic reaction: reactants, conditions, products, and yield Starting materials: CCO (EtOH), crude residue, N1(N=CC=C1)C1=CC=C(C=C1)CC(C)=O (1-(4-pyrazol-1-yl-phenyl)-propan-2-one), NC(=S)N (thiourea), II (iodine). Run in CCOC(=O)C (EtOAc), N1=CC=CC=C1 (pyridine). Conditions: temperature 80 celsius, time 8 hour. Product: CC=1N=C(SC1C1=CC=C(C=C1)N1N=CC=C1)N (4-Methyl-5-(4-pyrazol-1-yl-phenyl)-thiazol-2-ylamine). Reaction SMILES: [N:1]1([C:6]2[CH:11]=[CH:10][C:9]([CH2:12][C:13](=O)[CH3:14])=[CH:8][CH:7]=2)[CH:5]=[CH:4][CH:3]=[N:2]1.[NH2:16][C:17]([NH2:19])=[S:18].II.CCO>N1C=CC=CC=1.CCOC(C)=O>[CH3:14][C:13]1[N:16]=[C:17]([NH2:19])[S:18][C:12]=1[C:9]1[CH:10]=[CH:11][C:6]([N:1]2[CH:5]=[CH:4][CH:3]=[N:2]2)=[CH:7][CH:8]=1. Procedure details: A solution of 1-(4-pyrazol-1-yl-phenyl)-propan-2-one (6.9 g, 34.46 mmol) in pyridine (30 ml) is treated with thiourea (2.6 g, 34.46 mmol) followed by iodine (8.7 g, 34.46 mmol) and heated to 80° C. After 8 hours, the reaction mixture is allowed to cool to room temperature and the resulting suspension is filtered and washed with EtOAc. The filtrate is concentrated in vacuo to afford an oil. The oil is dissolved in EtOAc (200 ml) and washed with NaHCO3 (2×100 ml), brine (100 ml), dried (MgSO4) and... The reactants are C(C)(C)(C)OC(=O)N[C@@H]1[C@H](CCC1)NCC(=O)OCC (Ethyl N-{(1S,2S)-2-[(tert-butoxycarbonyl)amino]cyclopentyl}glycinate), Cl (HCl). The solvent is O1CCOCC1 (dioxane). Run at time 8 hour. Product: N[C@@H]1[C@H](CCC1)NCC(=O)OCC (ethyl N-[(1S,2S)-2-aminocyclopentyl]glycinate). As a reaction SMILES: C(OC([NH:8][C@H:9]1[CH2:13][CH2:12][CH2:11][C@@H:10]1[NH:14][CH2:15][C:16]([O:18][CH2:19][CH3:20])=[O:17])=O)(C)(C)C.Cl>O1CCOCC1>[NH2:8][C@H:9]1[CH2:13][CH2:12][CH2:11][C@@H:10]1[NH:14][CH2:15][C:16]([O:18][CH2:19][CH3:20])=[O:17]. Reported procedure: Ethyl N-{(1S,2S)-2-[(tert-butoxycarbonyl)amino]cyclopentyl}glycinate (910 mg, 3.18 mmol) was taken up in dioxane (16 mL) and HCl (7.5 mL of 4 M in dioxane, 30.0 mmol) was added. The resulting mixture was stirred at room temperature overnight. The mixture was concentrated under reduced pressure to afford ethyl N-[(1S,2S)-2-aminocyclopentyl]glycinate (HCl salt) which was used without further purification.